This data is from the Open Reaction Database (ORD), a public repository of structured organic reaction records. The task is: describe an organic reaction: reactants, conditions, products, and yield Starting materials: O=C1CCN(C(=O)OCc2ccccc2)CC1, COC(=O)C=P(c1ccccc1)(c1ccccc1)c1ccccc1, c1ccccc1. Yields the product COC(=O)C=C1CCN(C(=O)OCc2ccccc2)CC1. Reaction SMILES: [O:25]=[C:26]1[CH2:27][CH2:28][N:29]([C:32](=[O:33])[O:34][CH2:35][c:36]2[cH:37][cH:38][cH:39][cH:40][cH:41]2)[CH2:30][CH2:31]1.[c:1]1([P:2]([c:3]2[cH:4][cH:5][cH:6][cH:7][cH:8]2)([c:9]2[cH:10][cH:11][cH:12][cH:13][cH:14]2)=[CH:20][C:21](=[O:22])[O:23][CH3:24])[cH:15][cH:16][cH:17][cH:18][cH:19]1.[cH:42]1[cH:43][cH:44][cH:45][cH:46][cH:47]1>>[CH:20]([C:21](=[O:22])[O:23][CH3:24])=[C:26]1[CH2:27][CH2:28][N:29]([C:32](=[O:33])[O:34][CH2:35][c:36]2[cH:37][cH:38][cH:39][cH:40][cH:41]2)[CH2:30][CH2:31]1. RXN SMILES: [CH3:1][O:2][C:3]([CH:4]([CH2:5][c:6]1[cH:7][cH:8][cH:9][cH:10][cH:11]1)[O:12][c:13]1[c:14]([Br:41])[c:15]2[cH:16][cH:17][c:18]([CH2:23][NH:24][C:25](=[O:26])[c:27]3[o:28][c:29]([O:32][c:33]4[cH:34][c:35]([Cl:40])[cH:36][c:37]([Cl:39])[cH:38]4)[cH:30][cH:31]3)[cH:19][c:20]2[cH:21][cH:22]1)=[O:42].[CH3:46][OH:47].[Na+:44].[OH-:43].[OH2:45]>>[O:2]=[C:3]([CH:4]([CH2:5][c:6]1[cH:7][cH:8][cH:9][cH:10][cH:11]1)[O:12][c:13]1[c:14]([Br:41])[c:15]2[cH:16][cH:17][c:18]([CH2:23][NH:24][C:25](=[O:26])[c:27]3[o:28][c:29]([O:32][c:33]4[cH:34][c:35]([Cl:40])[cH:36][c:37]([Cl:39])[cH:38]4)[cH:30][cH:31]3)[cH:19][c:20]2[cH:21][cH:22]1)[OH:42]. Reactants: COC(=O)C(Cc1ccccc1)Oc1ccc2cc(CNC(=O)c3ccc(Oc4cc(Cl)cc(Cl)c4)o3)ccc2c1Br, CO, [Na+], [OH-], O. Product: O=C(NCc1ccc2c(Br)c(OC(Cc3ccccc3)C(=O)O)ccc2c1)c1ccc(Oc2cc(Cl)cc(Cl)c2)o1. The reactants are ClC=1C=C2C(C(=C(OC2=C(C1O)C)C)C1=CC=C(C=C1)OC)O (6-Chloro-3-(4-methoxy-phenyl)-2,8-dimethyl-4H-chromene-4,7-diol), O.NN (Hydrazine hydrate). Solvent: CCO (EtOH). The product is ClC1=C(C(=C(C(=C1)C1=NNC(=C1C1=CC=C(C=C1)OC)C)O)C)O (4-chloro-6-[4-(4-methoxy-phenyl)-5-methyl-1H-pyrazol-3-yl]-2-methyl-benzene-1,3-diol). RXN SMILES: [Cl:1][C:2]1[CH:3]=[C:4]2[C:9](=[C:10]([CH3:13])[C:11]=1[OH:12])[O:8][C:7]([CH3:14])=[C:6]([C:15]1[CH:20]=[CH:19][C:18]([O:21][CH3:22])=[CH:17][CH:16]=1)[CH:5]2O.O.[NH2:25][NH2:26]>CCO>[Cl:1][C:2]1[CH:3]=[C:4]([C:5]2[C:6]([C:15]3[CH:20]=[CH:19][C:18]([O:21][CH3:22])=[CH:17][CH:16]=3)=[C:7]([CH3:14])[NH:26][N:25]=2)[C:9]([OH:8])=[C:10]([CH3:13])[C:11]=1[OH:12] |f:1.2|. Procedure details: 6-Chloro-3-(4-methoxy-phenyl)-2,8-dimethyl-4H-chromene-4,7-diol (1 eq) was taken up in a 1:1 solution of EtOH:Hydrazine hydrate and heated under microwave conditions (120° C., 300 sec). The solution was concentrated in vacuo, residue quenched with cold water, extracted with ethyl acetate and purified by flash chromatography (neat DCM). The yellow oil was then triturated with ether:hexane to give 4-chloro-6-[4-(4-methoxy-phenyl)-5-methyl-1H-pyrazol-3-yl]-2-methyl-benzene-1,3-diol as a solid. Reactants: [BH3-]C#N, Cc1c(OC2CCCC(N)C2)ccc2[nH]ncc12, CC(=O)O, O=Cc1ccncc1, [Na+], [Na+], [OH-]. The product is Cc1c(OC2CCCC(NCc3ccncc3)C2)ccc2[nH]ncc12. Reaction SMILES: [C:31]([BH3-:32])#[N:33].[CH3:13][c:14]1[c:15]2[cH:16][n:17][nH:18][c:19]2[cH:20][cH:21][c:22]1[O:23][CH:24]1[CH2:25][CH:26]([NH2:30])[CH2:27][CH2:28][CH2:29]1.[CH3:9][C:10](=[O:11])[OH:12].[CH:1]([c:2]1[cH:3][cH:4][n:5][cH:6][cH:7]1)=[O:8].[Na+:34].[Na+:36].[OH-:35]>>[CH2:1]([c:2]1[cH:3][cH:4][n:5][cH:6][cH:7]1)[NH:30][CH:26]1[CH2:25][CH:24]([O:23][c:22]2[c:14]([CH3:13])[c:15]3[cH:16][n:17][nH:18][c:19]3[cH:20][cH:21]2)[CH2:29][CH2:28][CH2:27]1. The reactants are FC1(C(CN(CC1)C(=O)OC(C)(C)C)C1=NC(=CC=C1)N1N=CC=2C=NC(=CC21)C2=NC(=CN=C2)C)F (tert-butyl 4,4-difluoro-3-[6-[6-(6-methylpyrazin-2-yl)pyrazolo[4,3-c]pyridin-1-yl]-2-pyridyl]piperidine-1-carboxylate), O1CCOCC1 (1,4-DIOXANE), Cl (hydrogen chloride), O1CCOCC1 (1,4-dioxane). Conditions: time 18 hour. Product: FC1(C(CNCC1)C1=CC=CC(=N1)N1N=CC=2C=NC(=CC21)C2=NC(=CN=C2)C)F (1-[6-(4,4-difluoro-3-piperidyl)-2-pyridyl]-6-(6-methylpyrazin-2-yl)pyrazolo[4,3-c]pyridine). Yield: 42.1%. As a reaction SMILES: [F:1][C:2]1([F:37])[CH2:7][CH2:6][N:5](C(OC(C)(C)C)=O)[CH2:4][CH:3]1[C:15]1[CH:20]=[CH:19][CH:18]=[C:17]([N:21]2[C:29]3[CH:28]=[C:27]([C:30]4[CH:35]=[N:34][CH:33]=[C:32]([CH3:36])[N:31]=4)[N:26]=[CH:25][C:24]=3[CH:23]=[N:22]2)[N:16]=1.O1CCOCC1.Cl>>[F:37][C:2]1([F:1])[CH2:7][CH2:6][NH:5][CH2:4][CH:3]1[C:15]1[N:16]=[C:17]([N:21]2[C:29]3[CH:28]=[C:27]([C:30]4[CH:35]=[N:34][CH:33]=[C:32]([CH3:36])[N:31]=4)[N:26]=[CH:25][C:24]=3[CH:23]=[N:22]2)[CH:18]=[CH:19][CH:20]=1. Procedure: To a solution of tert-butyl 4,4-difluoro-3-[6-[6-(6-methylpyrazin-2-yl)pyrazolo[4,3-c]pyridin-1-yl]-2-pyridyl]piperidine-1-carboxylate (50 mg, 0.099 mmol) in 1,4-DIOXANE (2.00 mL, 23.4 mmol) was added hydrogen chloride (4 mol/l) in 1,4-dioxane (1.00 mL, 4.00 mmol). The reaction was stirred at RT 18 h. The reaction was concentrated and submitted for reverse phase HPLC to give 259 17 mg 42% yield. MS (ESI) m/z: 408.1. 1H NMR (400 MHz, DMSO) δ 9.72 (s, 1H), 9.46 (s, 1H), 9.36 (s, 1H), 8.74 (s, 1H),... Reactants: CCCN(C(=O)CC)C1COc2ccccc2C1, C[N+](=O)[O-], O=[N+]([O-])O, O=S(=O)(O)O. The product is CCCN(C(=O)CC)C1COc2ccc([N+](=O)[O-])cc2C1. RXN SMILES: [C:1]([CH2:2][CH3:3])(=[O:4])[N:5]([CH2:6][CH2:7][CH3:8])[CH:9]1[CH2:10][O:11][c:12]2[cH:13][cH:14][cH:15][cH:16][c:17]2[CH2:18]1.[N+:28]([CH3:29])([O-:30])=[O:31].[OH:19][N+:20]([O-:21])=[O:22].[S:23](=[O:24])(=[O:25])([OH:26])[OH:27]>>[C:1]([CH2:2][CH3:3])(=[O:4])[N:5]([CH2:6][CH2:7][CH3:8])[CH:9]1[CH2:10][O:11][c:12]2[cH:13][cH:14][c:15]([N+:20](=[O:19])[O-:21])[cH:16][c:17]2[CH2:18]1.